Dataset: the Open Reaction Database (ORD), a public repository of structured organic reaction records. Task: describe an organic reaction: reactants, conditions, products, and yield Starting materials: C[Si](CCOCN1N=C(C2=CC=CC=C12)C=O)(C)C (N-{[2-(trimethylsilyl)ethoxy]methyl}-1H-indazole-3-carboxaldehyde), OC1=C(C2=C(C(CO2)=O)C=C1)CN1CCN(CC1)C(=O)OC(C)(C)C (tert-butyl 4-[(6-hydroxy-3-oxo-2,3-dihydrobenzofuran-7-yl)methyl]piperazine-1-carboxylate), N1CCCCC1 (piperidine). Run in CO (methanol). Reaction conditions: temperature 60 celsius, time 5 hour. Product: OC1=C(C2=C(C(/C(/O2)=C/C2=NN(C3=CC=CC=C23)COCC[Si](C)(C)C)=O)C=C1)CN1CCN(CC1)C(=O)OC(C)(C)C (tert-butyl (Z)-4-({6-hydroxy-3-oxo-2-[(N-{[2-(trimethylsilyl)ethoxy]methyl}-1H-indazol-3-yl)methylene]-2,3-dihydrobenzofuran-7-yl}methyl)piperazine-1-carboxylate). The yield is 53.9%. As a reaction SMILES: [CH3:1][Si:2]([CH3:19])([CH3:18])[CH2:3][CH2:4][O:5][CH2:6][N:7]1[C:15]2[C:10](=[CH:11][CH:12]=[CH:13][CH:14]=2)[C:9]([CH:16]=O)=[N:8]1.[OH:20][C:21]1[CH:30]=[CH:29][C:24]2[C:25](=[O:28])[CH2:26][O:27][C:23]=2[C:22]=1[CH2:31][N:32]1[CH2:37][CH2:36][N:35]([C:38]([O:40][C:41]([CH3:44])([CH3:43])[CH3:42])=[O:39])[CH2:34][CH2:33]1.N1CCCCC1>CO>[OH:20][C:21]1[CH:30]=[CH:29][C:24]2[C:25](=[O:28])/[C:26](=[CH:16]/[C:9]3[C:10]4[C:15](=[CH:14][CH:13]=[CH:12][CH:11]=4)[N:7]([CH2:6][O:5][CH2:4][CH2:3][Si:2]([CH3:19])([CH3:18])[CH3:1])[N:8]=3)/[O:27][C:23]=2[C:22]=1[CH2:31][N:32]1[CH2:33][CH2:34][N:35]([C:38]([O:40][C:41]([CH3:44])([CH3:43])[CH3:42])=[O:39])[CH2:36][CH2:37]1. Reported procedure: A solution of the positional isomer (2) of N-{[2-(trimethylsilyl)ethoxy]methyl}-1H-indazole-3-carboxaldehyde (0.354 g, 1.28 mmol) obtained in Step 1 in methanol (5 mL) was added with tert-butyl 4-[(6-hydroxy-3-oxo-2,3-dihydrobenzofuran-7-yl)methyl]piperazine-1-carboxylate (0.446 g, 1.28 mmol) and piperidine (0.0109 g, 0.128 mmol), and the mixture was stirred at 60° C. for 5 hours. The reaction mixture was concentrated, and the resulting residue was purified by silica gel column chromatography (h... Reactants: COC(=O)N1C=C(C=2C1=NC(=CC2Cl)Cl)C (methyl-4,6-dichloro-3-methyl-1H-pyrrolo[2,3-b]pyridine-1-carboxylate), C(C)(=O)OCC (ethyl acetate), C([O-])([O-])=O.[K+].[K+] (potassium carbonate), NC1=CC(=C(C=C1)O)F (4-amino-2-fluorophenol). The solvent is CS(=O)C (DMSO). Conditions: temperature 120 celsius. Product: ClC1=CC(=C2C(=N1)NC=C2C)OC2=C(C=C(N)C=C2)F (4-[(6-Chloro-3-methyl-1H-pyrrolo[2,3-b]pyridin-4-yl)oxy]-3-fluoroaniline). RXN SMILES: COC([N:5]1[C:9]2=[N:10][C:11]([Cl:15])=[CH:12][C:13](Cl)=[C:8]2[C:7]([CH3:16])=[CH:6]1)=O.C(=O)([O-])[O-].[K+].[K+].[NH2:23][C:24]1[CH:29]=[CH:28][C:27]([OH:30])=[C:26]([F:31])[CH:25]=1.C(OCC)(=O)C>CS(C)=O>[Cl:15][C:11]1[N:10]=[C:9]2[NH:5][CH:6]=[C:7]([CH3:16])[C:8]2=[C:13]([O:30][C:27]2[CH:28]=[CH:29][C:24]([NH2:23])=[CH:25][C:26]=2[F:31])[CH:12]=1 |f:1.2.3|. Reported procedure: 300 mg (1.16 mmol) of methyl-4,6-dichloro-3-methyl-1H-pyrrolo[2,3-b]pyridine-1-carboxylate and 320 mg (2.32 mmol) of powdered potassium carbonate are suspended in 9 ml of DMSO. The mixture is degassed, and 442 mg (3.48 mmol) of 4-amino-2-fluorophenol are added. The mixture is heated at 120° C. for 4 hours. After addition of ethyl acetate, the mixture is filtered off with suction through Celite®, and the celite is washed with ethyl acetate. The filtrate is shaken three times with saturated sodium...